Dataset: the Open Reaction Database (ORD), a public repository of structured organic reaction records. Task: describe an organic reaction: reactants, conditions, products, and yield Starting materials: [N+](=O)([O-])C1=C(N)C=CC(=C1)[N+](=O)[O-] (2,4-dinitroaniline), COC(CCCC(=O)Cl)=O (methyl-5-chloro-5-oxo-valerate). The solvent is C(C)#N (acetonitrile). Conditions: temperature 75 celsius, time 23 hour. The product is COC(CCCC(NC1=C(C=C(C=C1)[N+](=O)[O-])[N+](=O)[O-])=O)=O (4-(2,4-dinitro-phenylcarbamoyl)-butyric acid methyl ester). As a reaction SMILES: [N+:1]([C:4]1[CH:10]=[C:9]([N+:11]([O-:13])=[O:12])[CH:8]=[CH:7][C:5]=1[NH2:6])([O-:3])=[O:2].[CH3:14][O:15][C:16](=[O:23])[CH2:17][CH2:18][CH2:19][C:20](Cl)=[O:21]>C(#N)C>[CH3:14][O:15][C:16](=[O:23])[CH2:17][CH2:18][CH2:19][C:20](=[O:21])[NH:6][C:5]1[CH:7]=[CH:8][C:9]([N+:11]([O-:13])=[O:12])=[CH:10][C:4]=1[N+:1]([O-:3])=[O:2]. Procedure details: To a solution of 2,4-dinitroaniline (6.00 g, 32.76 mmol) in acetonitrile (60 mL) was added methyl-5-chloro-5-oxo-valerate (5.44 mL, 39.31 mmol, 1.2 equiv) at 20° C. in one portion. The reaction mixture was then heated to 75° C. Reaction progress was monitored periodically by HPLC (HPLC Method A). The reaction was complete after stirring for 23 hours at 75° C. to give 4-(2,4-dinitro-phenylcarbamoyl)-butyric acid methyl ester. This reaction mixture was cooled to 20° C. and a portion of the solvent... The reactants are Brc1ccccn1, [Li]CCCC, CCCCCC, [Cl-], [Cl-], O=[N+]([O-])c1ccc2c(c1)C(OS(=O)(=O)C(F)(F)F)=CC(C(F)(F)F)(C(F)(F)F)O2, C1CCOC1, O, [Zn+2], c1ccc(P(c2ccccc2)(c2ccccc2)[Pd](P(c2ccccc2)(c2ccccc2)c2ccccc2)(P(c2ccccc2)(c2ccccc2)c2ccccc2)P(c2ccccc2)(c2ccccc2)c2ccccc2)cc1. Product: O=[N+]([O-])c1ccc2c(c1)C(c1ccccn1)=CC(C(F)(F)F)(C(F)(F)F)O2. RXN SMILES: [Br:1][c:2]1[cH:3][cH:4][cH:5][cH:6][n:7]1.[CH2:14]([Li:15])[CH2:16][CH2:17][CH3:18].[CH3:8][CH2:9][CH2:10][CH2:11][CH2:12][CH3:13].[Cl-:54].[Cl-:56].[F:19][C:20]([F:21])([F:22])[S:23]([O:24][C:25]1=[CH:26][C:27]([C:38]([F:39])([F:40])[F:41])([C:42]([F:43])([F:44])[F:45])[O:28][c:29]2[c:30]1[cH:31][c:32]([N+:35](=[O:36])[O-:37])[cH:33][cH:34]2)(=[O:46])=[O:47].[O:49]1[CH2:50][CH2:51][CH2:52][CH2:53]1.[OH2:48].[Zn+2:55].[cH:57]1[cH:58][cH:59][c:60]([P:61]([Pd:62]([P:63]([c:64]2[cH:65][cH:66][cH:67][cH:68][cH:69]2)([c:70]2[cH:71][cH:72][cH:73][cH:74][cH:75]2)[c:76]2[cH:77][cH:78][cH:79][cH:80][cH:81]2)([P:82]([c:83]2[cH:84][cH:85][cH:86][cH:87][cH:88]2)([c:89]2[cH:90][cH:91][cH:92][cH:93][cH:94]2)[c:95]2[cH:96][cH:97][cH:98][cH:99][cH:100]2)[P:101]([c:102]2[cH:103][cH:104][cH:105][cH:106][cH:107]2)([c:108]2[cH:109][cH:110][cH:111][cH:112][cH:113]2)[c:114]2[cH:115][cH:116][cH:117][cH:118][cH:119]2)([c:120]2[cH:121][cH:122][cH:123][cH:124][cH:125]2)[c:126]2[cH:127][cH:128][cH:129][cH:130][cH:131]2)[cH:132][cH:133]1>>[c:2]1([C:25]2=[CH:26][C:27]([C:38]([F:39])([F:40])[F:41])([C:42]([F:43])([F:44])[F:45])[O:28][c:29]3[c:30]2[cH:31][c:32]([N+:35](=[O:36])[O-:37])[cH:33][cH:34]3)[cH:3][cH:4][cH:5][cH:6][n:7]1. The reactants are FC(C1=CC(=C(C=C1)N)N)(F)F (4-Trifluoromethyl-o-phenylenediamine), C(C(=O)[O-])(=O)OCC (ethyl oxalate). The product is FC(C=1C=C2NC(C(NC2=CC1)=O)=O)(F)F (6-TRIFLUOROMETHYL-2(1H), 3(4H)-QUINOXALINEDIONE). As a reaction SMILES: [F:1][C:2]([F:12])([F:11])[C:3]1[CH:8]=[CH:7][C:6]([NH2:9])=[C:5]([NH2:10])[CH:4]=1.[C:13](OCC)(=[O:17])[C:14]([O-])=[O:15]>>[F:1][C:2]([F:11])([F:12])[C:3]1[CH:4]=[C:5]2[C:6](=[CH:7][CH:8]=1)[NH:9][C:14](=[O:15])[C:13](=[O:17])[NH:10]2. Reported procedure: 4-Trifluoromethyl-o-phenylenediamine (8.0 grams) was added to 80 ml. of ethyl oxalate and the resulting mixture was heated to reflux and refluxed for two hours. A precipitate formed during this period. The reaction mixture was then cooled to room temperature and filtered to separate the precipitate, m.p. 344°-346°C. (dec.) The product was identified as the expected 6-trifluoromethyl- 2(1H), 3(4H)-quinoxalinedione, by IR, TLC, NMR, and microanalysis. Starting materials: CC(C)Br, O=C([O-])[O-], CCCC[N+](CCCC)(CCCC)CCCC, CC#N, [I-], [K+], [K+], O=[N+]([O-])c1c[nH]cn1. The product is CC(C)n1cnc([N+](=O)[O-])c1. Reaction SMILES: [Br:9][CH:10]([CH3:11])[CH3:12].[C:13](=[O:14])([O-:15])[O-:16].[CH2:20]([N+:21]([CH2:22][CH2:23][CH2:24][CH3:25])([CH2:26][CH2:27][CH2:28][CH3:29])[CH2:30][CH2:31][CH2:32][CH3:33])[CH2:34][CH2:35][CH3:36].[CH3:37][C:38]#[N:39].[I-:19].[K+:17].[K+:18].[N+:1](=[O:2])([O-:3])[c:4]1[n:5][cH:6][nH:7][cH:8]1>>[N+:1](=[O:2])([O-:3])[c:4]1[n:5][cH:6][n:7]([CH:10]([CH3:11])[CH3:12])[cH:8]1.